This data is from the Open Reaction Database (ORD), a public repository of structured organic reaction records. The task is: describe an organic reaction: reactants, conditions, products, and yield The reactants are C1(=CC=CC=C1)C=1NC(NC1)=O (4-Phenyl-2,3-dihydro-1H-2-imidazolone), FC(C(=O)N1CCC2=CC(=CC=C12)S(=O)(=O)Cl)(F)F (N-trifluoroacetyl-indoline-5-sulfonylchloride), CN(C=O)C (dimethylformamide), [H-].[Na+] (sodium hydride). Solvent: O (water). Conditions: temperature 0 celsius. Yields the product C1(=CC=CC=C1)C=1NC(N(C1)S(=O)(=O)C=1C=C2CCN(C2=CC1)C(C(F)(F)F)=O)=O (4-phenyl-1-(N-trifluoroacetylindoline-5-sulfonyl)-2-imidazolone). The yield is 70.0%. RXN SMILES: [C:1]1([C:7]2[NH:8][C:9](=[O:12])[NH:10][CH:11]=2)[CH:6]=[CH:5][CH:4]=[CH:3][CH:2]=1.CN(C)C=O.[H-].[Na+].[F:20][C:21]([F:38])([F:37])[C:22]([N:24]1[C:32]2[C:27](=[CH:28][C:29]([S:33](Cl)(=[O:35])=[O:34])=[CH:30][CH:31]=2)[CH2:26][CH2:25]1)=[O:23]>O>[C:1]1([C:7]2[NH:8][C:9](=[O:12])[N:10]([S:33]([C:29]3[CH:28]=[C:27]4[C:32](=[CH:31][CH:30]=3)[N:24]([C:22](=[O:23])[C:21]([F:38])([F:20])[F:37])[CH2:25][CH2:26]4)(=[O:34])=[O:35])[CH:11]=2)[CH:2]=[CH:3][CH:4]=[CH:5][CH:6]=1 |f:2.3|. Reported procedure: 4-Phenyl-2,3-dihydro-1H-2-imidazolone (4 g, 24.84 mmol) prepared in Preparation 1 was suspended in 30 m of dimethylformamide and cooled down to 0° C. After sodium hydride (60% oily, 1.09 g, 27.3 mmol) was added thereto, the resulting mixture was stirred for a few minutes at 0° ° C. until it became a clear solution. To the reaction mixture was added portionwise at 0° C. the N-trifluoroacetyl-indoline-5-sulfonylchloride (8.56 g, 27.32 mmol) prepared in Preparation 2. The reaction mixture was stirr... Starting materials: COC1=CC=C2C(=CC=NC2=C1)OCCN1C=C(C=CC1=O)C=1C=C(C=CC1)CNC(OC(C)(C)C)=O (tert-butyl (3-(1-(2-(7-methoxyquinolin-4-yloxy)ethyl)-6-oxo-1,6-dihydropyridin-3-yl)phenyl)methylcarbamate). Run in Cl (HCl), CCOC(=O)C (EtOAc). The product is NCC=1C=C(C=CC1)C=1C=CC(N(C1)CCOC1=CC=NC2=CC(=CC=C12)OC)=O (5-(3-(Aminomethyl)phenyl)-1-(2-(7-methoxyquinolin-4-yloxy)ethyl)pyridin-2(1H)-one). Isolated yield 83.0%. As a reaction SMILES: [CH3:1][O:2][C:3]1[CH:12]=[C:11]2[C:6]([C:7]([O:13][CH2:14][CH2:15][N:16]3[C:21](=[O:22])[CH:20]=[CH:19][C:18]([C:23]4[CH:24]=[C:25]([CH2:29][NH:30]C(=O)OC(C)(C)C)[CH:26]=[CH:27][CH:28]=4)=[CH:17]3)=[CH:8][CH:9]=[N:10]2)=[CH:5][CH:4]=1>Cl.CCOC(C)=O>[NH2:30][CH2:29][C:25]1[CH:24]=[C:23]([C:18]2[CH:19]=[CH:20][C:21](=[O:22])[N:16]([CH2:15][CH2:14][O:13][C:7]3[C:6]4[C:11](=[CH:12][C:3]([O:2][CH3:1])=[CH:4][CH:5]=4)[N:10]=[CH:9][CH:8]=3)[CH:17]=2)[CH:28]=[CH:27][CH:26]=1. Procedure: This compound was prepared according to the procedure described in Example 16. A solution of tert-butyl (3-(1-(2-(7-methoxyquinolin-4-yloxy)ethyl)-6-oxo-1,6-dihydropyridin-3-yl)phenyl)methylcarbamate (0.3 g, 0.6 mmol) in 10 mL of saturated HCl in EtOAc was stirred at rt for 2 hours. The mixture was then concentrated in vacuo. The residue was washed with 50% Hex/EtOAc to give the desired product (0.2 g, 83% yield) as light yellow solid. MS (ESI pos. ion) m/z (MH+): 402.1. Calc'd Exact Mass for C2... Starting materials: NC=1N=C(C2=C(N1)N(C(C(=C2)Br)=O)[C@@H]2CC[C@@H](CC2)OCCO)C (2-amino-6-bromo-8-(cis-4-(2-hydroxyethoxy)cyclohexyl)-4-methylpyrido[2,3-d]pyrimidin-7(8H)-one), C([O-])([O-])=O.[K+].[K+] (potassium carbonate), COC1=NC=C(C=C1)B(O)O (2-methoxy-5-pyridine boronic acid). Reagents/catalysts: [Pd](Cl)Cl (palladium (II) chloride). Run at temperature 100 celsius. Yields the product NC=1N=C(C2=C(N1)N(C(C(=C2)C=2C=NC(=CC2)OC)=O)[C@@H]2CC[C@@H](CC2)OCCO)C (2-Amino-8-(cis-4-(2-hydroxyethoxy)cyclohexyl)-6-(6-methoxypyridin-3-yl)-4-methylpyrido[2,3-d]pyrimidin-7(8H)-one). Isolated yield 90.4%. Reaction SMILES: [NH2:1][C:2]1[N:3]=[C:4]([CH3:24])[C:5]2[CH:11]=[C:10](Br)[C:9](=[O:13])[N:8]([C@H:14]3[CH2:19][CH2:18][C@@H:17]([O:20][CH2:21][CH2:22][OH:23])[CH2:16][CH2:15]3)[C:6]=2[N:7]=1.C(=O)([O-])[O-].[K+].[K+].[CH3:31][O:32][C:33]1[CH:38]=[CH:37][C:36](B(O)O)=[CH:35][N:34]=1>[Pd](Cl)Cl>[NH2:1][C:2]1[N:3]=[C:4]([CH3:24])[C:5]2[CH:11]=[C:10]([C:36]3[CH:35]=[N:34][C:33]([O:32][CH3:31])=[CH:38][CH:37]=3)[C:9](=[O:13])[N:8]([C@H:14]3[CH2:19][CH2:18][C@@H:17]([O:20][CH2:21][CH2:22][OH:23])[CH2:16][CH2:15]3)[C:6]=2[N:7]=1 |f:1.2.3|. Reported procedure: A mixture of 2-amino-6-bromo-8-(cis-4-(2-hydroxyethoxy)cyclohexyl)-4-methylpyrido[2,3-d]pyrimidin-7(8H)-one (50 mg, 0.13 mmol), potassium carbonate (52 mg, 0.38 mmol), and 2-methoxy-5-pyridine boronic acid (38 mg, 0.25 mmol) in 5:1 dimethylformade:water (1.3 mL) was bubbled with argon for 5 minutes. To the mixture was added bis(tripehnylphosphine) palladium (II) chloride (9 mg, 0.13 mmol) and the microwave vial was immediately sealed and the mixture was bubbled again with argon. After heating fo... Starting materials: COC(=O)C1=C(OCC(=O)O)C(=CC=C1)C=O ((2-methoxycarbonyl-6-formylphenoxy)acetic acid), C(C)(=O)[O-].[Na+] (sodium acetate), C(C)(=O)OC(C)=O (acetic anhydride), C([O-])([O-])=O.[K+].[K+] (potassium carbonate). Solvent: O (water). Product: O1C=CC2=C1C(=CC=C2)C(=O)OC (methyl benzofuran-7-carboxylate). Isolated yield 25.2%. RXN SMILES: [CH3:1][O:2][C:3]([C:5]1[CH:15]=[CH:14][CH:13]=[C:12]([CH:16]=O)[C:6]=1[O:7][CH2:8]C(O)=O)=[O:4].C([O-])(=O)C.[Na+].C(OC(=O)C)(=O)C.C(=O)([O-])[O-].[K+].[K+]>O>[O:7]1[C:6]2[C:5]([C:3]([O:2][CH3:1])=[O:4])=[CH:15][CH:14]=[CH:13][C:12]=2[CH:16]=[CH:8]1 |f:1.2,4.5.6|. Procedure details: A mixture of 2.09 g of (2-methoxycarbonyl-6-formylphenoxy)acetic acid, 1.48 g of sodium acetate and 7 ml of acetic anhydride is refluxed for 1.5 hours. After cooling, water is added to the reaction mixture, and the aqueous mixture is alkalized with potassium carbonate and extracted with ethyl acetate. The extract is washed with water, dried and evaporated to remove solvent. The residue is purified by silica gel column chromatography to give 0.39 g of methyl benzofuran-7-carboxylate as colorless ... The reactants are N=1ON=C2C1C=CC(=C2)OC2=NC=CC=C2C(=O)NCC2=C(C=C(O[C@@H](C(=O)O)C)C=C2)F ((R)-2-[4-({[2-(benzo[2,1,3]oxadiazol-5-yloxy)-pyridine-3-carbonyl]-amino}-methyl)-3-fluoro-phenoxy]-propionic acid), O1COC2=C1C=CC(=C2)OC2=NC=CC=C2C(=O)NCC2=C(C=C(O[C@@H](C(=O)O)C)C=C2)F ((R)-2-[4-({[2-(benzo[1,3]dioxol-5-yloxy)-pyridine-3-carbonyl]-amino}-methyl)-3-fluoro-phenoxy]-propionic acid). Product: N=1ON=C2C1C=CC(=C2)OC2=C(C(=O)NCC1=C(C=C(C=C1)O[C@H](C)C(N)=O)F)C=CC=N2 ((R)-2-(Benzo[2,1,3]oxadiazol-5-yloxy)-N-[4-(1-carbamoyl-ethoxy)-2-fluoro-benzyl]-nicotinamide). RXN SMILES: [N:1]1[O:2][N:3]=[C:4]2[CH:9]=[C:8]([O:10][C:11]3[C:16]([C:17]([NH:19][CH2:20][C:21]4[CH:32]=[CH:31][C:24]([O:25][C@H:26]([CH3:30])[C:27]([OH:29])=O)=[CH:23][C:22]=4[F:33])=[O:18])=[CH:15][CH:14]=[CH:13][N:12]=3)[CH:7]=[CH:6][C:5]=12.O1C2C=CC(OC3C(C(NCC4C=CC(O[C@H](C)C(O)=O)=CC=4F)=O)=CC=C[N:45]=3)=CC=2OC1>>[N:1]1[O:2][N:3]=[C:4]2[CH:9]=[C:8]([O:10][C:11]3[N:12]=[CH:13][CH:14]=[CH:15][C:16]=3[C:17]([NH:19][CH2:20][C:21]3[CH:32]=[CH:31][C:24]([O:25][C@@H:26]([C:27](=[O:29])[NH2:45])[CH3:30])=[CH:23][C:22]=3[F:33])=[O:18])[CH:7]=[CH:6][C:5]=12. Reported procedure: The compound of Formula (5.5.15) was prepared in a manner analogous to that described in Example 14, substituting (R)-2-[4-({[2-(benzo[2,1,3]oxadiazol-5-yloxy)-pyridine-3-carbonyl]-amino}-methyl)-3-fluoro-phenoxy]-propionic acid for the corresponding (R)-2-[4-({[2-(benzo[1,3]dioxol-5-yloxy)-pyridine-3-carbonyl]-amino}-methyl)-3-fluoro-phenoxy]-propionic acid material. Yields the product CN1C(=S)CSc2cc(N3CC(C(N)=O)OC3=O)ccc21. As a reaction SMILES: [CH3:1][O:2][C:3](=[O:4])[CH:5]1[CH2:6][N:7]([c:11]2[cH:12][c:13]3[c:14]([cH:21][cH:22]2)[N:15]([CH3:20])[C:16](=[S:19])[CH2:17][S:18]3)[C:8](=[O:10])[O:9]1.[CH3:24][OH:25].[NH3:23]>>[O:2]=[C:3]([CH:5]1[CH2:6][N:7]([c:11]2[cH:12][c:13]3[c:14]([cH:21][cH:22]2)[N:15]([CH3:20])[C:16](=[S:19])[CH2:17][S:18]3)[C:8](=[O:10])[O:9]1)[NH2:23]. Starting materials: COC(=O)C1CN(c2ccc3c(c2)SCC(=S)N3C)C(=O)O1, CO, N. Starting materials: CC(=O)O[BH-](OC(C)=O)OC(C)=O, CC(C)(CO)N1CC2CC1CN2, Cn1c(C=O)nc2c(N3CCOCC3)nc(Cl)nc21, [Na+]. Yields the product Cn1c(CN2CC3CC2CN3C(C)(C)CO)nc2c(N3CCOCC3)nc(Cl)nc21. Reaction SMILES: [C:32]([O:33][BH-:34]([O:35][C:36](=[O:37])[CH3:38])[O:39][C:40](=[O:41])[CH3:42])(=[O:43])[CH3:44].[CH:20]12[N:21]([C:27]([CH2:28][OH:29])([CH3:30])[CH3:31])[CH2:22][CH:23]([NH:24][CH2:25]1)[CH2:26]2.[Cl:1][c:2]1[n:3][c:4]([N:14]2[CH2:15][CH2:16][O:17][CH2:18][CH2:19]2)[c:5]2[n:6][c:7]([CH:12]=[O:13])[n:8]([CH3:11])[c:9]2[n:10]1.[Na+:45]>>[Cl:1][c:2]1[n:3][c:4]([N:14]2[CH2:15][CH2:16][O:17][CH2:18][CH2:19]2)[c:5]2[n:6][c:7]([CH2:12][N:24]3[CH:23]4[CH2:22][N:21]([C:27]([CH2:28][OH:29])([CH3:30])[CH3:31])[CH:20]([CH2:25]3)[CH2:26]4)[n:8]([CH3:11])[c:9]2[n:10]1. The reactants are O=C=O, Cc1ccccc1, O=C(Cl)OCc1ccccc1, [Na+], O=C([O-])O, O, O=C(O)C1CC(O)CN1. The product is O=C(O)C1CC(O)CN1C(=O)OCc1ccccc1. RXN SMILES: [C:26](=[O:27])=[O:28].[CH3:30][c:31]1[cH:32][cH:33][cH:34][cH:35][cH:36]1.[Cl:15][C:16](=[O:17])[O:18][CH2:19][c:20]1[cH:21][cH:22][cH:23][cH:24][cH:25]1.[Na+:14].[O-:10][C:11]([OH:12])=[O:13].[OH2:29].[OH:1][CH:2]1[CH2:3][NH:4][CH:5]([C:7]([OH:8])=[O:9])[CH2:6]1>>[OH:1][CH:2]1[CH2:3][N:4]([C:16](=[O:17])[O:18][CH2:19][c:20]2[cH:21][cH:22][cH:23][cH:24][cH:25]2)[CH:5]([C:7]([OH:8])=[O:9])[CH2:6]1. The reactants are OC1=CC(CC1C1=CC=CC=C1)=O (3-hydroxy-4-phenyl-cyclopent-2-enone), N1=C(C=CC=C1)C=O (pyridine-2-carbaldehyde), N1C=C(C2=CC=CC=C12)CCNC(C)=O (N-[2-(1H-indol-3-yl)-ethyl]-acetamide). Product: OC1=C(C(CC1C1=CC=CC=C1)=O)C(C=1NC2=CC=CC=C2C1CCNC(C)=O)C1=NC=CC=C1 (N-(2-{2-[(2-Hydroxy-5-oxo-3-phenyl-cyclopent-1-enyl)-pyridin-2-yl-methyl]-1H-indol-3-yl}-ethyl)-acetamide). As a reaction SMILES: [OH:1][C:2]1[CH:6]([C:7]2[CH:12]=[CH:11][CH:10]=[CH:9][CH:8]=2)[CH2:5][C:4](=[O:13])[CH:3]=1.[N:14]1[CH:19]=[CH:18][CH:17]=[CH:16][C:15]=1[CH:20]=O.[NH:22]1[C:30]2[C:25](=[CH:26][CH:27]=[CH:28][CH:29]=2)[C:24]([CH2:31][CH2:32][NH:33][C:34](=[O:36])[CH3:35])=[CH:23]1>>[OH:1][C:2]1[CH:6]([C:7]2[CH:12]=[CH:11][CH:10]=[CH:9][CH:8]=2)[CH2:5][C:4](=[O:13])[C:3]=1[CH:20]([C:15]1[CH:16]=[CH:17][CH:18]=[CH:19][N:14]=1)[C:23]1[NH:22][C:30]2[C:25]([C:24]=1[CH2:31][CH2:32][NH:33][C:34](=[O:36])[CH3:35])=[CH:26][CH:27]=[CH:28][CH:29]=2. Procedure: Using general procedure C, 3-hydroxy-4-phenyl-cyclopent-2-enone (Lit. 17) was reacted with pyridine-2-carbaldehyde and N-[2-(1H-indol-3-yl)-ethyl]-acetamide to give the title compound as a white solid. MS: 466.3 ([M+H]+). The reactants are ClC1=C(C=CC(=C1)Cl)C=1ON=C2C1C=CC=C2C (3-(2,4-dichlorophenyl)-7-methyl-2,1-benzisoxazole), BrN1C(CCC1=O)=O (N-bromosuccinimide). The reagents and catalysts are C(C1=CC=CC=C1)(=O)OOC(C1=CC=CC=C1)=O (dibenzoylperoxide). Run in C(Cl)(Cl)(Cl)Cl (carbon tetrachloride). Product: BrCC1=CC=CC2=C(ON=C21)C2=C(C=C(C=C2)Cl)Cl (7-(Bromomethyl)-3-(2,4-dichlorophenyl)-2,1-benzisoxazole). The yield is 71.8%. As a reaction SMILES: [Cl:1][C:2]1[CH:7]=[C:6]([Cl:8])[CH:5]=[CH:4][C:3]=1[C:9]1[O:10][N:11]=[C:12]2[C:17]([CH3:18])=[CH:16][CH:15]=[CH:14][C:13]=12.[Br:19]N1C(=O)CCC1=O>C(OOC(=O)C1C=CC=CC=1)(=O)C1C=CC=CC=1.C(Cl)(Cl)(Cl)Cl>[Br:19][CH2:18][C:17]1[C:12]2[C:13](=[C:9]([C:3]3[CH:4]=[CH:5][C:6]([Cl:8])=[CH:7][C:2]=3[Cl:1])[O:10][N:11]=2)[CH:14]=[CH:15][CH:16]=1. Reported procedure: A mixture of 10.9 g (0.039 mole) of 3-(2,4-dichlorophenyl)-7-methyl-2,1-benzisoxazole, 7.1 g (0.040 mole) of N-bromosuccinimide, 0.1 g of dibenzoylperoxide and 200 ml of carbon tetrachloride was heated at reflux under illumination of a flood lamp for 2 hr. The mixture was filtered and the filtrate was washed once with a saturated sodium bicarbonate solution, dried over sodium sulfate and concentrated to give a solid as residue. The solid was recrystallized from 2-propanol to yield 10.0 g (71%) o...